Dataset: the Open Reaction Database (ORD), a public repository of structured organic reaction records. Task: describe an organic reaction: reactants, conditions, products, and yield The reactants are S=C1OC=2C=CC=CC2N1, [Zn].O=S(O)C(F)F. Reagents/catalysts: O=C(O)C(F)(F)F, OOC(C)(C)C. Run in O, ClCCl. Run at temperature 25 celsius, time 18 hour. The product is FC(F)SC1=NC=2C=CC=CC2O1. Isolated yield 56.0%. The reactants are FC1=CC2=C(C(=NO2)C2CCNCC2)C=C1 (6-fluoro-3-(4-piperidinyl)-1,2-benzisoxazole), C(=O)([O-])[O-].[K+].[K+] (K2CO3), BrCCCOC1=C(C=C(C=C1)C1(CC=CC=C1)C=O)OC (1-[4-(3-bromopropoxy)-3-methoxyphenyl]phenylmethanone). Solvent: C(C)#N (acetonitrile). Product: FC1=CC2=C(C(=NO2)C2CCN(CC2)CCCOC2=C(C=CC=C2OC)C2=CC=C(C=C2)C=O)C=C1 (4-[3-[4-(6-Fluoro-1,2-benzisoxazol-3-yl)-1-piperidinyl]propoxyl-3-methoxyphenyl]-phenylmethanone). Yield: 173.6%. As a reaction SMILES: [F:1][C:2]1[CH:16]=[CH:15][C:5]2[C:6]([CH:9]3[CH2:14][CH2:13][NH:12][CH2:11][CH2:10]3)=[N:7][O:8][C:4]=2[CH:3]=1.[C:17]([O-:20])([O-])=O.[K+].[K+].BrCCCO[C:28]1[CH:33]=[CH:32][C:31]([C:34]2(C=O)[CH:39]=[CH:38][CH:37]=[CH:36][CH2:35]2)=[CH:30][C:29]=1[O:42][CH3:43]>C(#N)C>[F:1][C:2]1[CH:16]=[CH:15][C:5]2[C:6]([CH:9]3[CH2:10][CH2:11][N:12]([CH2:2][CH2:3][CH2:4][O:8][C:30]4[C:29]([O:42][CH3:43])=[CH:28][CH:33]=[CH:32][C:31]=4[C:34]4[CH:35]=[CH:36][C:37]([CH:17]=[O:20])=[CH:38][CH:39]=4)[CH2:13][CH2:14]3)=[N:7][O:8][C:4]=2[CH:3]=1 |f:1.2.3|. Procedure: A mixture of 6-fluoro-3-(4-piperidinyl)-1,2-benzisoxazole (2.2 g, 10 mmol), K2CO3 (2.3 g) and 1-[4-(3-bromopropoxy)-3-methoxyphenyl]phenylmethanone (3.47 g, 10 mmol) in acetonitrile (100 ml) was heated at reflux for 3 hours. At the end of reaction, the acetonitrile was concentrated and the mixture was extracted into dichloromethane (200 ml). The insolubles were filtered off and the solvent was evaporated to an oil. Purification was carried out by flash chromatography over a silica gel column (Si... Reported procedure: The condensation of (R)-4-(5-amino-2-fluoro-phenyl)-5,5-difluoro-4-methyl-5,6-dihydro-4H-[1,3]oxazin-2-ylamine (intermediate XI-1) and 5-(2,2,3,3,3-pentafluoro-propoxy)-pyridine-2-carboxylic acid following procedure I yielded the title compound as a white solid. MS (ISP): m/z=513.1 [M+H]+. Reactants: NC=1C=CC(=C(C1)[C@]1(N=C(OCC1(F)F)N)C)F ((R)-4-(5-amino-2-fluoro-phenyl)-5,5-difluoro-4-methyl-5,6-dihydro-4H-[1,3]oxazin-2-ylamine), FC(COC=1C=CC(=NC1)C(=O)O)(C(F)(F)F)F (5-(2,2,3,3,3-pentafluoro-propoxy)-pyridine-2-carboxylic acid). Product: NC=1OCC([C@@](N1)(C)C=1C=C(C=CC1F)NC(=O)C1=NC=C(C=C1)OCC(C(F)(F)F)(F)F)(F)F (5-(2,2,3,3,3-Pentafluoro-propoxy)-pyridine-2-carboxylic acid [3-((R)-2-amino-5,5-difluoro-4-methyl-5,6-dihydro-4H-[1,3]oxazin-4-yl)-4-fluoro-phenyl]-amide). Reaction SMILES: [NH2:1][C:2]1[CH:3]=[CH:4][C:5]([F:18])=[C:6]([C@:8]2([CH3:17])[C:13]([F:15])([F:14])[CH2:12][O:11][C:10]([NH2:16])=[N:9]2)[CH:7]=1.[F:19][C:20]([F:36])([C:32]([F:35])([F:34])[F:33])[CH2:21][O:22][C:23]1[CH:24]=[CH:25][C:26]([C:29](O)=[O:30])=[N:27][CH:28]=1>>[NH2:16][C:10]1[O:11][CH2:12][C:13]([F:14])([F:15])[C@:8]([C:6]2[CH:7]=[C:2]([NH:1][C:29]([C:26]3[CH:25]=[CH:24][C:23]([O:22][CH2:21][C:20]([F:19])([F:36])[C:32]([F:33])([F:34])[F:35])=[CH:28][N:27]=3)=[O:30])[CH:3]=[CH:4][C:5]=2[F:18])([CH3:17])[N:9]=1. The reactants are ClC1=C(C(=O)O[C@H](C(=O)O)C)C=C(C=C1)N1C(N(C(=CC1=O)C(F)(F)F)C)=O ((S)-2-[2-chloro-5-(3-methyl-2,6-dioxo-4-trifluoromethyl-3,6-dihydro-2H-pyrimidin-1-yl)benzoyloxy]-propionic acid), S(=O)(Cl)Cl (thionyl chloride). RXN SMILES: [Cl:1][C:2]1[CH:15]=[CH:14][C:13]([N:16]2[C:21](=[O:22])[CH:20]=[C:19]([C:23]([F:26])([F:25])[F:24])[N:18]([CH3:27])[C:17]2=[O:28])=[CH:12][C:3]=1[C:4]([O:6][C@@H:7]([CH3:11])[C:8]([OH:10])=O)=[O:5].S(Cl)([Cl:31])=O>>[Cl:1][C:2]1[CH:15]=[CH:14][C:13]([N:16]2[C:21](=[O:22])[CH:20]=[C:19]([C:23]([F:25])([F:26])[F:24])[N:18]([CH3:27])[C:17]2=[O:28])=[CH:12][C:3]=1[C:4]([O:6][C@@H:7]([CH3:11])[C:8]([Cl:31])=[O:10])=[O:5]. Reported procedure: 5.7 g (14 mmol) of (S)-2-[2-chloro-5-(3-methyl-2,6-dioxo-4-trifluoromethyl-3,6-dihydro-2H-pyrimidin-1-yl)benzoyloxy]-propionic acid from example 3.2 were dissolved in 50 ml of thionyl chloride, and the reaction mixture was heated under reflux for 3.5 hours. The solution was allowed to cool and concentrated, which gave 5.9 g of (S)-2-[2-chloro-5-(3-methyl-2,6-dioxo-4-trifluoromethyl-3,6-dihydro-2H-pyrimidin-1-yl)-benzoyloxy]propionyl chloride. Yields the product ClC1=C(C(=O)O[C@H](C(=O)Cl)C)C=C(C=C1)N1C(N(C(=CC1=O)C(F)(F)F)C)=O ((S)-2-[2-chloro-5-(3-methyl-2,6-dioxo-4-trifluoromethyl-3,6-dihydro-2H-pyrimidin-1-yl)-benzoyloxy]propionyl chloride). Starting materials: CO, Cl, CC(C)(C)OC(=O)N1CCC(CNC(=O)CNC(=O)c2cc(Cl)ccc2N)CC1, C1COCCO1. Yields the product Nc1ccc(Cl)cc1C(=O)NCC(=O)NCC1CCNCC1. RXN SMILES: [CH3:31][OH:32].[ClH:30].[NH2:1][c:2]1[c:3]([C:4](=[O:5])[NH:6][CH2:7][C:8](=[O:9])[NH:10][CH2:11][CH:12]2[CH2:13][CH2:14][N:15]([C:18]([O:19][C:20]([CH3:21])([CH3:22])[CH3:23])=[O:24])[CH2:16][CH2:17]2)[cH:25][c:26]([Cl:29])[cH:27][cH:28]1.[O:33]1[CH2:34][CH2:35][O:36][CH2:37][CH2:38]1>>[NH2:1][c:2]1[c:3]([C:4](=[O:5])[NH:6][CH2:7][C:8](=[O:9])[NH:10][CH2:11][CH:12]2[CH2:13][CH2:14][NH:15][CH2:16][CH2:17]2)[cH:25][c:26]([Cl:29])[cH:27][cH:28]1. As a reaction SMILES: [CH2:1]([CH3:2])[NH:3][C:4](=[O:5])[NH:6][c:7]1[cH:8][cH:9][c:10](-[c:13]2[n:14][c:15]([N:23]3[CH:24]([CH3:29])[CH2:25][O:26][CH2:27][CH2:28]3)[c:16]3[c:17]([n:18]2)[CH2:19][NH:20][CH2:21][CH2:22]3)[cH:11][cH:12]1.[CH3:30][c:31]1[cH:32][c:33]([Cl:37])[n:34][cH:35][n:36]1>>[CH2:1]([CH3:2])[NH:3][C:4](=[O:5])[NH:6][c:7]1[cH:8][cH:9][c:10](-[c:13]2[n:14][c:15]([N:23]3[CH:24]([CH3:29])[CH2:25][O:26][CH2:27][CH2:28]3)[c:16]3[c:17]([n:18]2)[CH2:19][N:20]([c:33]2[cH:32][c:31]([CH3:30])[n:36][cH:35][n:34]2)[CH2:21][CH2:22]3)[cH:11][cH:12]1. Reactants: CCNC(=O)Nc1ccc(-c2nc3c(c(N4CCOCC4C)n2)CCNC3)cc1, Cc1cc(Cl)ncn1. The product is CCNC(=O)Nc1ccc(-c2nc3c(c(N4CCOCC4C)n2)CCN(c2cc(C)ncn2)C3)cc1. The reactants are BrC=1C=NC=CC1 (3-Bromopyridine), aldehyde, [Si](C)(C)(C(C)(C)C)OC=1C=C(C=O)C=CC1 (3-(tert-butyldimethylsilyloxy)benzaldehyde), C(CCC)[Li] (n-Butyllithium), N1=CC=CC=C1 (pyridine). Run in C(=O)=O.CC(=O)C (dry ice acetone), C(C)OCC (diethyl ether). Run at time 10 minute. The product is [Si](C)(C)(C(C)(C)C)OC=1C=C(C=CC1)C(O)C=1C=NC=CC1 ((3-(tert-butyldimethylsilyloxy)phenyl)(3-pyridyl)methanol). Isolated yield 98.5%. Reaction SMILES: Br[C:2]1[CH:3]=[N:4][CH:5]=[CH:6][CH:7]=1.[Si:8]([O:15][C:16]1[CH:17]=[C:18]([CH:21]=[CH:22][CH:23]=1)[CH:19]=[O:20])([C:11]([CH3:14])([CH3:13])[CH3:12])([CH3:10])[CH3:9].C([Li])CCC.N1C=CC=CC=1>C(OCC)C.C(=O)=O.CC(C)=O>[Si:8]([O:15][C:16]1[CH:17]=[C:18]([CH:19]([C:2]2[CH:3]=[N:4][CH:5]=[CH:6][CH:7]=2)[OH:20])[CH:21]=[CH:22][CH:23]=1)([C:11]([CH3:14])([CH3:13])[CH3:12])([CH3:10])[CH3:9] |f:5.6|. Procedure: 3-Bromopyridine (50.0 g, 0.316 mol) and 3-(tert-butyldimethylsilyloxy)benzaldehyde (74.8 g, 0.316 mol, Example 54, infra) were each dissolved in 500 mL anhydrous diethyl ether under nitrogen and chilled to -78° C. in dry ice/acetone baths. n-Butyllithium (198 mL, 0.316 mol, 1.6M in hexanes) was added dropwise to the chilled pyridine solution, at a rate that maintained the temperature below -70° C. After the addition was complete, the reaction was stirred for 10 minutes. The aldehyde solution was... The reactants are BrC(C(=O)NC1=C(C=CC=C1C)C)CC (N-(2-bromo-butyryl)--2,6-dimethyl-aniline), C1(C=2C(C(N1)=O)=CC=CC2)=O.[K] (potassium phthalimide), ice water. Run in CN(C=O)C (dimethyl formamide). Run at temperature 60 celsius, time 2 hour. The product is C1(C=2C(C(N1C(C(=O)NC1=C(C=CC=C1C)C)CC)=O)=CC=CC2)=O (N-(2-phthalimido-butyryl)-2,6-dimethyl-aniline). Isolated yield 71.1%. Reaction SMILES: Br[CH:2]([CH2:14][CH3:15])[C:3]([NH:5][C:6]1[C:11]([CH3:12])=[CH:10][CH:9]=[CH:8][C:7]=1[CH3:13])=[O:4].[C:16]1(=[O:26])[NH:20][C:19](=[O:21])[C:18]2=[CH:22][CH:23]=[CH:24][CH:25]=[C:17]12.[K]>CN(C)C=O>[C:16]1(=[O:26])[N:20]([CH:2]([CH2:14][CH3:15])[C:3]([NH:5][C:6]2[C:11]([CH3:12])=[CH:10][CH:9]=[CH:8][C:7]=2[CH3:13])=[O:4])[C:19](=[O:21])[C:18]2=[CH:22][CH:23]=[CH:24][CH:25]=[C:17]12 |f:1.2,^1:26|. Procedure: A mixture of 20.0 g (74 mmoles) of N-(2-bromo-butyryl)--2,6-dimethyl-aniline, 27.8 g (0.15 moles) of potassium phthalimide and 150 ml of dry dimethyl formamide is stirred at 60° C. for 2 hours. The mixture is cooled, poured onto 750 ml of ice water, the separated crystalline substance is filtered off, washed with water and dried. The resulting crude product, weighing 35.7 g, is dissolved in 200 ml of chloroform, the solution is washed thrice with 50 ml of 1 n aqueous sodium hydroxide solution an... Reactants: [BH4-], CCO, [Na+], NC(=O)CC1CCC(=O)c2sccc21, O. Product: NC(=O)CC1CCC(O)c2sccc21. As a reaction SMILES: [BH4-:15].[CH3:18][CH2:19][OH:20].[Na+:16].[O:1]=[C:2]1[CH2:3][CH2:4][CH:5]([CH2:11][C:12](=[O:13])[NH2:14])[c:6]2[c:7]1[s:8][cH:9][cH:10]2.[OH2:17]>>[OH:1][CH:2]1[CH2:3][CH2:4][CH:5]([CH2:11][C:12](=[O:13])[NH2:14])[c:6]2[c:7]1[s:8][cH:9][cH:10]2.